From a dataset of the Open Reaction Database (ORD), a public repository of structured organic reaction records. describe an organic reaction: reactants, conditions, products, and yield The reactants are CO (methanol), C[C@@H](CC(CC(=O)OC(C)(C)C)=O)CCCC (t-Butyl (R)-5-methyl-3-oxononanoate), (S)-di[2,2'-bis(diphenylphosphino)-1,1'-binaphthyl]tetrachlorodiruthenium triethylamine. Solvent: C(Cl)Cl (methylene chloride). Product: O[C@H](CC(=O)OC(C)(C)C)C[C@@H](CCCC)C (t-Butyl (3S,5R)-3-hydroxy-5-methylnonanoate). Isolated yield 73.0%. As a reaction SMILES: CO.[CH3:3][C@H:4]([CH2:16][CH2:17][CH2:18][CH3:19])[CH2:5][C:6](=[O:15])[CH2:7][C:8]([O:10][C:11]([CH3:14])([CH3:13])[CH3:12])=[O:9]>C(Cl)Cl>[OH:15][C@@H:6]([CH2:5][C@H:4]([CH3:3])[CH2:16][CH2:17][CH2:18][CH3:19])[CH2:7][C:8]([O:10][C:11]([CH3:12])([CH3:13])[CH3:14])=[O:9]. Reported procedure: In a 200 ml autoclave were charged 50 ml of methanol, 14.0 g of t-butyl (R)-5-methyl-3-oxononanoate obtained in Step 5, and a solution of 0.49 g of (S)-di[2,2'-bis(diphenylphosphino)-1,1'-binaphthyl]tetrachlorodiruthenium triethylamine in 40 ml of methylene chloride, and the mixture was allowed to react under a hydrogen pressure of 60 kg/cm2 for 18 hours. The solvent was removed by distillation under reduced pressure to obtain 13.6 g of a crude product, which was then purified by silica gel colu... Starting materials: O, O=[Se]=O, c1ccc(Oc2ccccc2)cc1, Cc1ccncc1C. Yields the product Cc1cnccc1C(=O)O. As a reaction SMILES: [OH2:12].[Se:9](=[O:10])=[O:11].[c:13]1([O:14][c:15]2[cH:16][cH:17][cH:18][cH:19][cH:20]2)[cH:21][cH:22][cH:23][cH:24][cH:25]1.[n:1]1[cH:2][c:3]([CH3:8])[c:4]([CH3:7])[cH:5][cH:6]1>>[n:1]1[cH:2][c:3]([CH3:8])[c:4]([C:7]([OH:10])=[O:12])[cH:5][cH:6]1. Reactants: C[C@]12CC[C@H]3[C@H]([C@@H]1CC[C@@H]2O)CCC4=CC(=O)CC[C@H]34 (19-nor-testosterone), N1=CC=CC=C1 (pyridine), C(C)(=O)Cl (acetylchloride). The solvent is C(C)(=O)OC(C)=O (acetic anhydride). Product: CC(=O)O[C@H]1CC[C@@H]2[C@@]1(CC[C@H]3[C@H]2CCC4=CC(=O)CC[C@H]34)C (19-nor-testosterone acetate), powder. Yield: 93.0%. As a reaction SMILES: [CH3:1][C@@:2]12[C@@H:10]([OH:11])[CH2:9][CH2:8][C@H:7]1[C@@H:6]1[CH2:12][CH2:13][C:14]3[C@@H:20]([C@H:5]1[CH2:4][CH2:3]2)[CH2:19][CH2:18][C:16](=[O:17])[CH:15]=3.N1C=CC=CC=1.[C:27](Cl)(=[O:29])[CH3:28]>C(OC(=O)C)(=O)C>[CH3:28][C:27]([O:11][C@@H:10]1[C@@:2]2([CH3:1])[CH2:3][CH2:4][C@@H:5]3[C@@H:20]4[C:14](=[CH:15][C:16]([CH2:18][CH2:19]4)=[O:17])[CH2:13][CH2:12][C@H:6]3[C@@H:7]2[CH2:8][CH2:9]1)=[O:29]. Reported procedure: In an apparatus supplied with a drierite drying tube, a solution of 19-nor-testosterone (10 (100 g; 0.365 mole) in acetic anhydride (200 ml), pyridine (32 ml) and acetylchloride (320 ml) was heated at reflux under magnetic stirring, for 3 h and then concentrated to dryness under vacuum. The dry residue was triturated in absolute ethanol, filtered and washed with little portions of absolute ethanol. After drying, 19-nor-testosterone acetate 3-enolacetate was obtained as a white powder (121.4 g, y... Reactants: C(C)(C)(C)[C@@H]1O[C@@](C(O1)=O)(C1=CC=CC=C1)[C@H]1CC(CC1)=NO ((2R,5R)-2-(t-butyl)-5-((1R)-3-hydroxyiminocyclopentyl)-5-phenyl-1,3-dioxolan-4-one), C(C)(=O)OCC (ethyl acetate), F[B-](F)(F)F.N#[O+] (nitrosonium tetrafluoroborate), N1=CC=CC=C1.F (hydrogen fluoride-pyridine), O (Water). The solvent is ClCCl (dichloromethane). Run at temperature 0 celsius, time 5 hour. Yields the product FC1(C[C@@H](CC1)[C@](C(=O)O)(C1=CC=CC=C1)O)F ((2R)-2-((1R)-3,3-difluorocyclopentyl)-2-hydroxy-2-phenylacetic acid). As a reaction SMILES: [F:1][B-](F)(F)F.N#[O+].C([C@H]1[O:16][C:15](=O)[C@@:14]([C@@H:24]2[CH2:28][CH2:27][C:26](=NO)[CH2:25]2)([C:18]2[CH:23]=[CH:22][CH:21]=[CH:20][CH:19]=2)[O:13]1)(C)(C)C.[OH2:31].C(OCC)(=O)C.N1C=CC=CC=1.[FH:44]>ClCCl>[F:44][C:26]1([F:1])[CH2:27][CH2:28][C@@H:24]([C@@:14]([OH:13])([C:18]2[CH:23]=[CH:22][CH:21]=[CH:20][CH:19]=2)[C:15]([OH:16])=[O:31])[CH2:25]1 |f:0.1,5.6|. Reported procedure: To a suspension of 20 mg of nitrosonium tetrafluoroborate in 0.5 ml of 70% hydrogen fluoride-pyridine, a solution of 34 mg of (2R,5R)-2-(t-butyl)-5-((1R)-3-hydroxyiminocyclopentyl)-5-phenyl-1,3-dioxolan-4-one in 0.5 ml of dichloromethane was added under cooling with ice, followed by stirring for 10 minutes at 0° C. and for 5 hours at room temperature. Water was added to the reaction mixture under cooling with ice, and extraction was carried out with ethyl acetate. After sequential washing with a... Starting materials: [O-][I+3]([O-])([O-])[O-], [Na+], COC(=O)N1CCC(CO)CC1C, Cl[Ru](Cl)Cl. The product is COC(=O)N1CCC(C(=O)O)CC1C. Reaction SMILES: [I+3:14]([O-:15])([O-:16])([O-:17])[O-:18].[Na+:19].[OH:1][CH2:2][CH:3]1[CH2:4][CH:5]([CH3:13])[N:6]([C:9](=[O:10])[O:11][CH3:12])[CH2:7][CH2:8]1.[Ru:20]([Cl:21])([Cl:22])[Cl:23]>>[O:1]=[C:2]([CH:3]1[CH2:4][CH:5]([CH3:13])[N:6]([C:9](=[O:10])[O:11][CH3:12])[CH2:7][CH2:8]1)[OH:15].